From a dataset of the Open Reaction Database (ORD), a public repository of structured organic reaction records. describe an organic reaction: reactants, conditions, products, and yield Product: C(C)(C)(C)OC(=O)NC1=CC=C(C=C1)NS(=O)(=O)C(C)C (isopropylsulphonic acid-(4-tert.butoxycarbonylamino-phenyl)-amide). Reaction conditions: time 18 hour. Run in N1=CC=CC=C1 (pyridine). Reaction SMILES: [CH:1]([S:4](Cl)(=[O:6])=[O:5])([CH3:3])[CH3:2].[C:8]([O:12][C:13]([NH:15][C:16]1[CH:22]=[CH:21][C:19]([NH2:20])=[CH:18][CH:17]=1)=[O:14])([CH3:11])([CH3:10])[CH3:9]>N1C=CC=CC=1>[C:8]([O:12][C:13]([NH:15][C:16]1[CH:17]=[CH:18][C:19]([NH:20][S:4]([CH:1]([CH3:3])[CH3:2])(=[O:6])=[O:5])=[CH:21][CH:22]=1)=[O:14])([CH3:11])([CH3:9])[CH3:10]. Procedure details: 1.2 g (10 mmol) of isopropylsulphonic acid chloride are added dropwise to a solution of 1.0 g (4.8 mmol) of 4-tert.butoxycarbonylamino-aniline in 10 ml of pyridine. The mixture is stirred for 18 hours at ambient temperature. Then the reaction solution is poured onto 150 ml of ice water and then extracted with ethyl acetate. The organic phases are washed with water and freed from solvent. The residue is chromatographed on silica gel (dichloromethane/methanol/NH4OH=19:1:0.1). Starting materials: C(C)(C)S(=O)(=O)Cl (isopropylsulphonic acid chloride), C(C)(C)(C)OC(=O)NC1=CC=C(N)C=C1 (4-tert.butoxycarbonylamino-aniline), ice water.